This data is from the Open Reaction Database (ORD), a public repository of structured organic reaction records. The task is: describe an organic reaction: reactants, conditions, products, and yield The reactants are [Br-].[Al+3].[Br-].[Br-] (aluminum bromide), CC(C(=O)C1=CC=C(C=C1)OC)CCCCCC (4-(2-methyloctanoyl) anisole), ice water. Solvent: C1(=CC=CC=C1)C (toluene). Yields the product CC(C(=O)C1=CC=C(C=C1)O)CCCCCC ((+)-4-(2-methyloctanoyl) phenol). Yield: 98.0%. Reaction SMILES: [CH3:1][CH:2]([CH2:13][CH2:14][CH2:15][CH2:16][CH2:17][CH3:18])[C:3]([C:5]1[CH:10]=[CH:9][C:8]([O:11]C)=[CH:7][CH:6]=1)=[O:4].[Br-].[Al+3].[Br-].[Br-]>C1(C)C=CC=CC=1>[CH3:1][CH:2]([CH2:13][CH2:14][CH2:15][CH2:16][CH2:17][CH3:18])[C:3]([C:5]1[CH:6]=[CH:7][C:8]([OH:11])=[CH:9][CH:10]=1)=[O:4] |f:1.2.3.4|. Procedure: Into a flask of 50 m were charged 1.84 g (7.4 mmol) of 4-(2-methyloctanoyl) anisole and 35 ml of dried toluene, to which was added 8.68 g of anhydrous aluminum bromide under ice cooling with stirring, and further the stirring was continued at room temperature over a night. Thereafter, the reaction mixture was stirred at 40° C. for 4 hours, cooled to room temperature and poured into 100 ml of ice water. After the extraction with 40 ml of toluene twice, the organic layer was washed with 80 ml of w... Starting materials: N(=[N+]=[N-])C1=C(C(=C(C(=O)OCC)C=C1)F)C (ethyl 4-azido-2-fluoro-3-methylbenzoate). The reagents and catalysts are [C].[Pd] (palladium-carbon). Solvent: C(C)O (ethanol). Yields the product NC1=C(C(=C(C(=O)OCC)C=C1)F)C (ethyl 4-amino-2-fluoro-3-methylbenzoate). Isolated yield 42.4%. As a reaction SMILES: [N:1]([C:4]1[CH:14]=[CH:13][C:7]([C:8]([O:10][CH2:11][CH3:12])=[O:9])=[C:6]([F:15])[C:5]=1[CH3:16])=[N+]=[N-]>C(O)C.[C].[Pd]>[NH2:1][C:4]1[CH:14]=[CH:13][C:7]([C:8]([O:10][CH2:11][CH3:12])=[O:9])=[C:6]([F:15])[C:5]=1[CH3:16] |f:2.3|. Procedure: In 40 ml of ethanol was dissolved 2.00 g of ethyl 4-azido-2-fluoro-3-methylbenzoate, followed by adding thereto 0.40 g of 5% palladium-carbon, and the resulting mixture was stirred at room temperature for 5 hours under a hydrogen atmosphere. The reaction mixture was filtered and the filtrate was concentrated under reduced pressure. The resulting residue was purified by a column chromatography (eluent; toluene:ethyl acetate=10:1) to obtain 0.75 g of ethyl 4-amino-2-fluoro-3-methylbenzoate as colo... Yields the product N1(CCOCC1)C(C)=NNC1=CC=C(C=C1)[N+](=O)[O-] (1-[1-(4-morpholinyl)ethylidene]-2-(4-nitrophenyl)hydrazine). Reaction SMILES: C(O[C:4](=[N:6][NH:7][C:8]1[CH:13]=[CH:12][C:11]([N+:14]([O-:16])=[O:15])=[CH:10][CH:9]=1)[CH3:5])C.[NH:17]1[CH2:22][CH2:21][O:20][CH2:19][CH2:18]1>CC1C=CC=CC=1>[N:17]1([C:4](=[N:6][NH:7][C:8]2[CH:9]=[CH:10][C:11]([N+:14]([O-:16])=[O:15])=[CH:12][CH:13]=2)[CH3:5])[CH2:22][CH2:21][O:20][CH2:19][CH2:18]1. Isolated yield 67.0%. Procedure details: A mixture of 10 parts of 1-(1-ethoxyethylidene)-2-(4-nitrophenyl)hydrazine, 13 parts of morpholine and 135 parts of methylbenzene was stirred and refluxed for 72 hours. The reaction mixture was cooled. The precipitated product was filtered off, washed with methylbenzene and dried, yielding 8 parts (67%) of 1-[1-(4-morpholinyl)ethylidene]-2-(4-nitrophenyl)hydrazine; mp. 175.9° C. (int. 19) The solvent is CC1=CC=CC=C1 (methylbenzene). Reactants: 10, C(C)OC(C)=NNC1=CC=C(C=C1)[N+](=O)[O-] (1-(1-ethoxyethylidene)-2-(4-nitrophenyl)hydrazine), N1CCOCC1 (morpholine). Starting materials: FC(F)(Br)Br, O=C([O-])O, CCOC(C)=O, CC#N, [Na+], [Na+], [Na+], O, C=CC(=O)O, O=S([O-])S(=O)[O-]. Yields the product O=C(O)CCC(F)(F)Br. As a reaction SMILES: [Br:19][C:20]([F:21])([F:22])[Br:23].[C:14](=[O:15])([OH:16])[O-:17].[CH3:24][CH2:25][O:26][C:27](=[O:28])[CH3:29].[CH3:31][C:32]#[N:33].[Na+:12].[Na+:13].[Na+:18].[OH2:30].[OH:1][C:2](=[O:3])[CH:4]=[CH2:5].[S:6]([S:7]([O-:8])=[O:9])([O-:10])=[O:11]>>[OH:1][C:2](=[O:3])[CH2:4][CH2:5][C:20]([Br:19])([F:21])[F:22]. The reactants are O1C(=CC=C1)C=1OC(=C(N1)COC1=C(C=C(COC2=C(C=O)C=CC=N2)C=C1)OC)C (2-[(4-{[2-(2-furyl)-5-methyl-1,3-oxazol-4-yl]methoxy}-3-methoxybenzyl)oxy]nicotinaldehyde), C(P(OCC)(OCC)=O)P(OCC)(OCC)=O (tetraethyl methylenediphosphonate), CN(C=O)C (N,N-dimethylformamide), [H-].[Na+] (sodium hydride). Solvent: O (Water). Run at time 15 hour. Yields the product O1C(=CC=C1)C=1OC(=C(N1)COC1=C(C=C(COC2=NC=CC=C2/C=C/P(OCC)(OCC)=O)C=C1)OC)C (diethyl (E)-2-{2-[(4-{[2-(2-furyl)-5-methyl-1,3-oxazol-4-yl]methoxy}-3-methoxybenzyl)oxy]pyridin-3-yl}ethenylphosphonate). Isolated yield 63.2%. RXN SMILES: [O:1]1[CH:5]=[CH:4][CH:3]=[C:2]1[C:6]1[O:7][C:8]([CH3:31])=[C:9]([CH2:11][O:12][C:13]2[CH:28]=[CH:27][C:16]([CH2:17][O:18][C:19]3[N:26]=[CH:25][CH:24]=[CH:23][C:20]=3[CH:21]=O)=[CH:15][C:14]=2[O:29][CH3:30])[N:10]=1.[CH2:32](P(=O)(OCC)OCC)[P:33](=[O:40])([O:37][CH2:38][CH3:39])[O:34][CH2:35][CH3:36].CN(C)C=O.[H-].[Na+]>O>[O:1]1[CH:5]=[CH:4][CH:3]=[C:2]1[C:6]1[O:7][C:8]([CH3:31])=[C:9]([CH2:11][O:12][C:13]2[CH:28]=[CH:27][C:16]([CH2:17][O:18][C:19]3[C:20](/[CH:21]=[CH:32]/[P:33](=[O:40])([O:37][CH2:38][CH3:39])[O:34][CH2:35][CH3:36])=[CH:23][CH:24]=[CH:25][N:26]=3)=[CH:15][C:14]=2[O:29][CH3:30])[N:10]=1 |f:3.4|. Procedure: To a mixture of 2-[(4-{[2-(2-furyl)-5-methyl-1,3-oxazol-4-yl]methoxy}-3-methoxybenzyl)oxy]nicotinaldehyde (0.30 g), tetraethyl methylenediphosphonate (0.21 g) and N,N-dimethylformamide (15 mL) was added sodium hydride (60% in oil, 0.040 g) at room temperature, and the mixture was stirred at the same temperature for 15 hrs. Water was poured into the reaction mixture, and the mixture was extracted with ethyl acetate. The organic layer was washed with saturated brine, dried over anhydrous magnesium...